This data is from the Open Reaction Database (ORD), a public repository of structured organic reaction records. The task is: describe an organic reaction: reactants, conditions, products, and yield The reactants are BrCc1ccccc1, O=C([O-])[O-], COC(=O)C1CN(C(=O)OC(C)(C)C)CCC1=O, [K+], [K+], C1CCOC1. The product is COC(=O)C1(Cc2ccccc2)CN(C(=O)OC(C)(C)C)CCC1=O. As a reaction SMILES: [Br:25][CH2:26][c:27]1[cH:28][cH:29][cH:30][cH:31][cH:32]1.[C:19](=[O:20])([O-:21])[O-:22].[CH3:1][O:2][C:3](=[O:4])[CH:5]1[CH2:6][N:7]([C:12](=[O:13])[O:14][C:15]([CH3:16])([CH3:17])[CH3:18])[CH2:8][CH2:9][C:10]1=[O:11].[K+:23].[K+:24].[O:33]1[CH2:34][CH2:35][CH2:36][CH2:37]1>>[CH3:1][O:2][C:3](=[O:4])[C:5]1([CH2:26][c:27]2[cH:28][cH:29][cH:30][cH:31][cH:32]2)[CH2:6][N:7]([C:12](=[O:13])[O:14][C:15]([CH3:16])([CH3:17])[CH3:18])[CH2:8][CH2:9][C:10]1=[O:11]. Starting materials: CS(=O)C1=NN=C2C(C3=C(C=CN21)C=CC=C3)=O (3-methylsulfinyl-11H-s-triazolo [3,4-b][3]benzazepin-11-one), C[O-].[Na+] (sodium methoxide). Yields the product COC1=NN=C2C(C3=C(C=CN21)C=CC=C3)=O (3-methoxy-11H-s-triazolo[3,4-b][3]benzazepin-11-one). As a reaction SMILES: CS([C:4]1[N:13]2[C:7]([C:8](=[O:18])[C:9]3[CH:17]=[CH:16][CH:15]=[CH:14][C:10]=3[CH:11]=[CH:12]2)=[N:6][N:5]=1)=O.[CH3:19][O-:20].[Na+]>>[CH3:19][O:20][C:4]1[N:13]2[C:7]([C:8](=[O:18])[C:9]3[CH:17]=[CH:16][CH:15]=[CH:14][C:10]=3[CH:11]=[CH:12]2)=[N:6][N:5]=1 |f:1.2|. Procedure details: The reaction of 3-methylsulfinyl-11H-s-triazolo [3,4-b][3]benzazepin-11-one with sodium methoxide yielded 3-methoxy-11H-s-triazolo[3,4-b][3]benzazepin-11-one. Colorless platelets (as recrystallized from methanol), melting point: 149°-150° C. Starting materials: CC(=O)O, C1COCCO1, O=C(O)c1ccc(N2C(=O)c3ccc([N+](=O)[O-])cc3C2=O)cc1. Yields the product Nc1ccc2c(c1)C(=O)N(c1ccc(C(=O)O)cc1)C2=O. RXN SMILES: [C:24]([OH:25])(=[O:26])[CH3:27].[CH2:28]1[O:29][CH2:30][CH2:31][O:32][CH2:33]1.[N+:1]([O-:2])(=[O:3])[c:4]1[cH:5][c:6]2[c:7]([cH:22][cH:23]1)[C:8](=[O:9])[N:10]([c:13]1[cH:14][cH:15][c:16]([C:19](=[O:20])[OH:21])[cH:17][cH:18]1)[C:11]2=[O:12]>>[NH2:1][c:4]1[cH:5][c:6]2[c:7]([cH:22][cH:23]1)[C:8](=[O:9])[N:10]([c:13]1[cH:14][cH:15][c:16]([C:19](=[O:20])[OH:21])[cH:17][cH:18]1)[C:11]2=[O:12]. Reactants: C(CC(O)(C(=O)O)CC(=O)O)(=O)O (citric acid), C(C1=CC=CC=C1)(=O)NC1=C(C(=O)OC)C=CC(=C1)Br (methyl 2-(benzamido)-4-bromobenzoate), OC=1C=C2C=CN(C2=CC1)C (5-hydroxy-1-methyl-1H-indole), P(=O)([O-])([O-])[O-].[K+].[K+].[K+] (tripotassium phosphate). The reagents and catalysts are [Pd].[Pd].C(C1=CC=CC=C1)=CC(=O)C=CC1=CC=CC=C1.C(C1=CC=CC=C1)=CC(=O)C=CC1=CC=CC=C1.C(C1=CC=CC=C1)=CC(=O)C=CC1=CC=CC=C1 (tris(dibenzylideneacetone) dipalladium (0)), C(C)(C)(C)P(C1=C(C=CC=C1)C1=C(C=C(C=C1C(C)C)C(C)C)C(C)C)C(C)(C)C (2-(di-tert-butylphosphino)-2′,4′,6′-triisopropylbiphenyl). Run in C(C)(=O)OCC (ethyl acetate), C1(=CC=CC=C1)C (toluene). Yields the product C(C1=CC=CC=C1)(=O)NC1=C(C(=O)OC)C=CC(=C1)OC=1C=C2C=CN(C2=CC1)C (methyl 2-(benzamido)-4-(1-methyl-1H-indol-5-yloxy)benzoate). Isolated yield 88.5%. RXN SMILES: [OH:1][C:2]1[CH:3]=[C:4]2[C:8](=[CH:9][CH:10]=1)[N:7]([CH3:11])[CH:6]=[CH:5]2.P([O-])([O-])([O-])=O.[K+].[K+].[K+].[C:20]([NH:28][C:29]1[CH:38]=[C:37](Br)[CH:36]=[CH:35][C:30]=1[C:31]([O:33][CH3:34])=[O:32])(=[O:27])[C:21]1[CH:26]=[CH:25][CH:24]=[CH:23][CH:22]=1.C(O)(=O)CC(CC(O)=O)(C(O)=O)O>[Pd].[Pd].C(=CC(C=CC1C=CC=CC=1)=O)C1C=CC=CC=1.C(=CC(C=CC1C=CC=CC=1)=O)C1C=CC=CC=1.C(=CC(C=CC1C=CC=CC=1)=O)C1C=CC=CC=1.C(P(C(C)(C)C)C1C=CC=CC=1C1C(C(C)C)=CC(C(C)C)=CC=1C(C)C)(C)(C)C.C(OCC)(=O)C.C1(C)C=CC=CC=1>[C:20]([NH:28][C:29]1[CH:38]=[C:37]([O:1][C:2]2[CH:3]=[C:4]3[C:8](=[CH:9][CH:10]=2)[N:7]([CH3:11])[CH:6]=[CH:5]3)[CH:36]=[CH:35][C:30]=1[C:31]([O:33][CH3:34])=[O:32])(=[O:27])[C:21]1[CH:22]=[CH:23][CH:24]=[CH:25][CH:26]=1 |f:1.2.3.4,7.8.9.10.11|. Procedure details: 26 mg of 5-hydroxy-1-methyl-1H-indole, 64 mg of tripotassium phosphate, 3.8 mg of 2-(di-tert-butylphosphino)-2′,4′,6′-triisopropylbiphenyl and 5.5 mg of tris(dibenzylideneacetone) dipalladium (0) were added to 1.0 mL of toluene solution containing 50 mg of methyl 2-(benzamido)-4-bromobenzoate at zoom temperature, and the resulting mixture was heated to reflux under nitrogen atmosphere for 2 hours. After the reaction mixture was cooled to room temperature, ethyl acetate and 10% citric acid aqueou... The reactants are COC(C1=CC=C(C=C1)CC(CCBr)C=O)=O (methyl-4-(4-bromo-2-formylbutyl)benzoate), O (water), VIII, Cl.N(C)CC(=O)OCC (ethyl sarcosinate hydrochloride), C([O-])(O)=O.[Na+] (sodium bicarbonate). The solvent is C(C)#N (acetonitrile). Yields the product C(C)OC(CN(CCC(CC1=CC=C(C(=O)OC)C=C1)C=O)C)=O (Methyl 4-{4-[(2-ethoxy-2-oxoethyl)(methyl)amino]-2-formylbutyl}benzoate). RXN SMILES: [CH3:1][O:2][C:3](=[O:17])[C:4]1[CH:9]=[CH:8][C:7]([CH2:10][CH:11]([CH:15]=[O:16])[CH2:12][CH2:13]Br)=[CH:6][CH:5]=1.Cl.[NH:19]([CH2:21][C:22]([O:24][CH2:25][CH3:26])=[O:23])[CH3:20].C(=O)(O)[O-].[Na+].O>C(#N)C>[CH2:25]([O:24][C:22](=[O:23])[CH2:21][N:19]([CH3:20])[CH2:13][CH2:12][CH:11]([CH:15]=[O:16])[CH2:10][C:7]1[CH:8]=[CH:9][C:4]([C:3]([O:2][CH3:1])=[O:17])=[CH:5][CH:6]=1)[CH3:26] |f:1.2,3.4|. Procedure: 0.500 g (1.67 mmol) of methyl-4-(4-bromo-2-formylbutyl)benzoate from Ex. VIII, 0.257 g (1.67 mmol) of ethyl sarcosinate hydrochloride and 0.309 g (3.68 mmol) of sodium bicarbonate in 10 ml of acetonitrile are heated at reflux for 1 hour. The reaction mixture is cooled, 50 ml of water are added and the mixture is extracted repeatedly with ethyl acetate. The combined organic phases are washed with saturated sodium chloride solution and dried over magnesium sulfate, and the solvent is distilled off... Reagents/catalysts: C1=CC=C(C=C1)P([C-]2C=CC=C2)C3=CC=CC=C3.C1=CC=C(C=C1)P([C-]2C=CC=C2)C3=CC=CC=C3.Cl[Pd]Cl.[Fe+2] (1,1′-bis(diphenylphosphino)ferrocenepalladium(II) dichloride), C=1C=CC(=CC1)[P](C=2C=CC=CC2)(C=3C=CC=CC3)[Pd]([P](C=4C=CC=CC4)(C=5C=CC=CC5)C=6C=CC=CC6)([P](C=7C=CC=CC7)(C=8C=CC=CC8)C=9C=CC=CC9)[P](C=1C=CC=CC1)(C=1C=CC=CC1)C=1C=CC=CC1 (Pd(PPh3)4). Run in O1CCOCC1 (dioxane). Reaction SMILES: Br[C:2]1[C:3]([O:8][CH3:9])=[N:4][N:5]([CH3:7])[CH:6]=1.[Cl:10][C:11]1[C:16]([F:17])=[CH:15][CH:14]=[C:13]([O:18][CH3:19])[C:12]=1[C@H:20]([C:22]1[C:30]2[C:25](=[N:26][CH:27]=[C:28](B3OC(C)(C)C(C)(C)O3)[CH:29]=2)[NH:24][CH:23]=1)[CH3:21].C(=O)([O-])[O-].[K+].[K+].ClCCl>C1C=CC(P(C2C=CC=CC=2)[C-]2C=CC=C2)=CC=1.C1C=CC(P(C2C=CC=CC=2)[C-]2C=CC=C2)=CC=1.Cl[Pd]Cl.[Fe+2].C1C=CC([P]([Pd]([P](C2C=CC=CC=2)(C2C=CC=CC=2)C2C=CC=CC=2)([P](C2C=CC=CC=2)(C2C=CC=CC=2)C2C=CC=CC=2)[P](C2C=CC=CC=2)(C2C=CC=CC=2)C2C=CC=CC=2)(C2C=CC=CC=2)C2C=CC=CC=2)=CC=1.O1CCOCC1>[Cl:10][C:11]1[C:16]([F:17])=[CH:15][CH:14]=[C:13]([O:18][CH3:19])[C:12]=1[C@H:20]([C:22]1[C:30]2[C:25](=[N:26][CH:27]=[C:28]([C:2]3[C:3]([O:8][CH3:9])=[N:4][N:5]([CH3:7])[CH:6]=3)[CH:29]=2)[NH:24][CH:23]=1)[CH3:21] |f:2.3.4,6.7.8.9,^1:92,94,113,132|. Conditions: temperature 100 celsius. The reactants are BrC=1C(=NN(C1)C)OC (4-bromo-3-methoxy-1-methyl-1H-pyrazole), ClCCl (dichloromethane), ClC1=C(C(=CC=C1F)OC)[C@@H](C)C1=CNC2=NC=C(C=C21)B2OC(C(O2)(C)C)(C)C (3-[(S)-1-(2-chloro-3-fluoro-6-methoxy-phenyl)-ethyl]-5-(4,4,5,5-tetramethyl-[1,3,2]dioxaborolan-2-yl)-1H-pyrrolo[2,3-b]pyridine), C([O-])([O-])=O.[K+].[K+] (potassium carbonate). Reported procedure: A solution of 4-bromo-3-methoxy-1-methyl-1H-pyrazole (0.0399 g, 0.209 mmol), 3-[(S)-1-(2-chloro-3-fluoro-6-methoxy-phenyl)-ethyl]-5-(4,4,5,5-tetramethyl-[1,3,2]dioxaborolan-2-yl)-1H-pyrrolo[2,3-b]pyridine (0.0300 g, 0.0697 mmol), potassium carbonate (0.0289 g, 0.209 mmol) and 1,1′-bis(diphenylphosphino)ferrocenepalladium(II) dichloride.dichloromethane (2.84 mg, 0.00348 mmol) in previously degassed 4:1 dioxane:water (1.50 mL) was evacuated and charged with N2 (2×) and heated under microwave condi... The product is ClC1=C(C(=CC=C1F)OC)[C@@H](C)C1=CNC2=NC=C(C=C21)C=2C(=NN(C2)C)OC (3-[(1S)-1-(2-Chloro-3-fluoro-6-methoxyphenyl)ethyl]-5-(3-methoxy-1-methyl-1H-pyrazol-4-yl)-1H-pyrrolo[2,3-b]pyridine). The reactants are C=CCn1nc(C)c(CC(=O)OCC)c1C, CO, [Na+], [OH-], O. Product: C=CCn1nc(C)c(CC(=O)O)c1C. As a reaction SMILES: [CH2:1]([CH3:2])[O:3][C:4]([CH2:5][c:6]1[c:7]([CH3:15])[n:8][n:9]([CH2:12][CH:13]=[CH2:14])[c:10]1[CH3:11])=[O:16].[CH3:17][OH:18].[Na+:20].[OH-:19].[OH2:21]>>[O:3]=[C:4]([CH2:5][c:6]1[c:7]([CH3:15])[n:8][n:9]([CH2:12][CH:13]=[CH2:14])[c:10]1[CH3:11])[OH:16]. Starting materials: C(C)(=O)OCC (ethyl acetate), O1CC(CCC1)NNC(=O)OC(C)(C)C ((±)-tert-Butyl 2-(tetrahydro-2H-pyran-3-yl)hydrazinecarboxylate), Cl (hydrogen chloride). Run in ClCCl (dichloromethane). Conditions: time 1 hour. Yields the product Cl.O1CC(CCC1)NN ((±)-tetrahydro-2H-pyran-3-ylhydrazine hydrochloride). Reaction SMILES: [O:1]1[CH2:6][CH2:5][CH2:4][CH:3]([NH:7][NH:8]C(OC(C)(C)C)=O)[CH2:2]1.C(OCC)(=O)C.[ClH:22]>ClCCl>[ClH:22].[O:1]1[CH2:6][CH2:5][CH2:4][CH:3]([NH:7][NH2:8])[CH2:2]1 |f:4.5|. Procedure details: (±)-tert-Butyl 2-(tetrahydro-2H-pyran-3-yl)hydrazinecarboxylate (216 mg, 1.00 mmol) was dissolved in dichloromethane (10 mL) and ethyl acetate (10 mL) and cooled to 0° C. The mixture was saturated with gaseous hydrogen chloride, warmed to ambient temperature and stirred for 1 hour. The mixture was concentrated in vacuo and the residue was concentrated with toluene (2×20 mL) to afford the titled compound. Starting materials: C(C1=CC=CC=C1)OC([C@@H](N)CC1=CC(=C(C=C1)OC(C)=O)OC(C)=O)=O (3,4-diacetyloxy-L-phenylalanine-benzyl ester). The solvent is C(C)N(CC)CC (triethylamine). Product: C(C1=CC=CC=C1)OC([C@@H](N)CC1=CC(=C(C=C1)O)O)=O (3,4-dihydroxy-L-phenylalanine-benzyl ester). RXN SMILES: [CH2:1]([O:8][C:9](=[O:27])[C@H:10]([CH2:12][C:13]1[CH:18]=[CH:17][C:16]([O:19]C(=O)C)=[C:15]([O:23]C(=O)C)[CH:14]=1)[NH2:11])[C:2]1[CH:7]=[CH:6][CH:5]=[CH:4][CH:3]=1>C(N(CC)CC)C>[CH2:1]([O:8][C:9](=[O:27])[C@H:10]([CH2:12][C:13]1[CH:18]=[CH:17][C:16]([OH:19])=[C:15]([OH:23])[CH:14]=1)[NH2:11])[C:2]1[CH:7]=[CH:6][CH:5]=[CH:4][CH:3]=1. Reported procedure: First, carbobenzoxyglycyl-3,4-diacetyloxy-L-phenylalanine-benzyl ester was obtained in the manner which follows. Dichloromethane (100 ml) solution containing 0.95 g (9.4 millimole) of triethylamine was permitted to react with 3.64 g (8.92 millimole) of 3,4-diacetyloxy-L-phenylalanine-benzyl ester hydrochloride for 0.3 hours at room temperature. The solution was then concentrated in vacuo at room temperature to dryness. The residue obtained was filtered and washed with ether to give 1.54 g of tri... Reactants: [N+](=O)([O-])C1=C(C(=C(C=C1C)C)C(=O)O)C (4-nitromesitylenecarboxylic acid), Cl.C(C)O (hydrochloric acid ethanol), C(C)O (ethanol). Yields the product [N+](=O)([O-])C1=C(C=C(C=C1C)C(=O)OCC)C (Ethyl 4-Nitromesitylenate). As a reaction SMILES: [N+:1]([C:4]1[C:9]([CH3:10])=[CH:8][C:7]([CH3:11])=[C:6](C(O)=O)[C:5]=1[CH3:15])([O-:3])=[O:2].Cl.[CH2:17]([OH:19])[CH3:18].C([OH:22])C>>[N+:1]([C:4]1[C:5]([CH3:15])=[CH:6][C:7]([C:11]([O:19][CH2:17][CH3:18])=[O:22])=[CH:8][C:9]=1[CH3:10])([O-:3])=[O:2] |f:1.2|. Reported procedure: To a solution of 4-nitromesitylenecarboxylic acid (13 g) in ethanol (50 ml) was added a solution of 28% hydrochloric acid-ethanol (50 ml) and the mixture was refluxed under heating for 2 hr. There action mixture was concentrated and ethyl acetate was added. The mixture was washed with water and saturated brine, and dried over anhydrous magnesium sulfate. The solvent was evaporated and the obtained residue was purified by silica gel column chromatography (developing solvent; hexane:ethyl acetate=...